This data is from the Open Reaction Database (ORD), a public repository of structured organic reaction records. The task is: describe an organic reaction: reactants, conditions, products, and yield The reactants are ClC=1C=C(OCC=2N=CC=C3C2NC(=C3C)C)C=CC1Cl (7-(3,4-dichlorophenoxymethyl)-2,3-dimethyl-1H-pyrrolo[2,3-c]pyridine), COCCBr (2-bromoethyl methyl ether). The product is Cl.ClC=1C=C(OCC=2N=CC=C3C2N(C(=C3C)C)CCOC)C=CC1Cl (7-(3,4-dichlorophenoxymethyl)-1-(2-methoxyethyl)-2,3-dimethyl-1H-pyrrolo[2,3-c]pyridine hydrochloride). Yield: 70.0%. Reaction SMILES: [Cl:1][C:2]1[CH:3]=[C:4]([CH:18]=[CH:19][C:20]=1[Cl:21])[O:5][CH2:6][C:7]1[N:8]=[CH:9][CH:10]=[C:11]2[C:15]([CH3:16])=[C:14]([CH3:17])[NH:13][C:12]=12.[CH3:22][O:23][CH2:24][CH2:25]Br>>[ClH:1].[Cl:1][C:2]1[CH:3]=[C:4]([CH:18]=[CH:19][C:20]=1[Cl:21])[O:5][CH2:6][C:7]1[N:8]=[CH:9][CH:10]=[C:11]2[C:15]([CH3:16])=[C:14]([CH3:17])[N:13]([CH2:25][CH2:24][O:23][CH3:22])[C:12]=12 |f:2.3|. Procedure: In accordance with the same procedures as in Example 2, except for using 7-(3,4-dichlorophenoxymethyl)-2,3-dimethyl-1H-pyrrolo[2,3-c]pyridine prepared in Step 2 and 2-bromoethyl methyl ether, the titled compound was obtained as a white solid. (Yield: 70%) Starting materials: CCCCP(CCCC)CCCC, CCOC(=O)c1cn(Cc2ccccc2)nc1O, O=C(N=NC(=O)N1CCCCC1)N1CCCCC1, C1CCOC1, COc1cc(OCc2nc(-c3ccco3)oc2C)ccc1CO. Product: CCOC(=O)c1cn(Cc2ccccc2)nc1OCc1ccc(OCc2nc(-c3ccco3)oc2C)cc1OC. RXN SMILES: [CH2:24]([P:25]([CH2:26][CH2:27][CH2:28][CH3:29])[CH2:30][CH2:31][CH2:32][CH3:33])[CH2:34][CH2:35][CH3:36].[CH2:37]([c:38]1[cH:39][cH:40][cH:41][cH:42][cH:43]1)[n:44]1[n:45][c:46]([OH:54])[c:47]([C:49](=[O:50])[O:51][CH2:52][CH3:53])[cH:48]1.[N:55]([C:56]([N:57]1[CH2:58][CH2:59][CH2:60][CH2:61][CH2:62]1)=[O:63])=[N:64][C:65]([N:66]1[CH2:67][CH2:68][CH2:69][CH2:70][CH2:71]1)=[O:72].[O:73]1[CH2:74][CH2:75][CH2:76][CH2:77]1.[o:1]1[c:2](-[c:6]2[o:7][c:8]([CH3:23])[c:9]([CH2:11][O:12][c:13]3[cH:14][c:15]([O:21][CH3:22])[c:16]([CH2:19][OH:20])[cH:17][cH:18]3)[n:10]2)[cH:3][cH:4][cH:5]1>>[o:1]1[c:2](-[c:6]2[o:7][c:8]([CH3:23])[c:9]([CH2:11][O:12][c:13]3[cH:14][c:15]([O:21][CH3:22])[c:16]([CH2:19][O:20][c:46]4[n:45][n:44]([CH2:37][c:38]5[cH:39][cH:40][cH:41][cH:42][cH:43]5)[cH:48][c:47]4[C:49](=[O:50])[O:51][CH2:52][CH3:53])[cH:17][cH:18]3)[n:10]2)[cH:3][cH:4][cH:5]1. Starting materials: N(CC(=O)O)C(=O)OC(C)(C)C (Boc-Gly-OH), ( 1 ), N([C@@H](CC(OC(=O)C1=CC=CC=C1)=O)C(=O)N[C@@H](CC1=CC=C(C=C1)O)C(=O)OC)C(=O)OCC1=CC=CC=C1 (Z-Asp(OBz)-Tyr-OMe). The reagents and catalysts are [Pd].[C] (Pd carbon). The solvent is CO (methanol), Cl (HCl). The product is N(CC(=O)N[C@@H](CC(O)=O)C(=O)N[C@@H](CC1=CC=C(C=C1)O)C(=O)OC)C(=O)OC(C)(C)C (Boc-Gly-Asp-Tyr-OMe). Yield: 73.4%. As a reaction SMILES: [NH:1]([C:31]([O:33]CC1C=CC=CC=1)=O)[C@H:2]([C:15]([NH:17][C@H:18]([C:27]([O:29][CH3:30])=[O:28])[CH2:19][C:20]1[CH:25]=[CH:24][C:23]([OH:26])=[CH:22][CH:21]=1)=[O:16])[CH2:3][C:4](=[O:14])[O:5]C(C1C=CC=CC=1)=O.[NH:41]([C:46]([O:48][C:49]([CH3:52])([CH3:51])[CH3:50])=[O:47])[CH2:42]C(O)=O>CO.Cl.[Pd].[C]>[NH:41]([C:46]([O:48][C:49]([CH3:52])([CH3:51])[CH3:50])=[O:47])[CH2:42][C:31]([NH:1][C@H:2]([C:15]([NH:17][C@H:18]([C:27]([O:29][CH3:30])=[O:28])[CH2:19][C:20]1[CH:21]=[CH:22][C:23]([OH:26])=[CH:24][CH:25]=1)=[O:16])[CH2:3][C:4](=[O:14])[OH:5])=[O:33] |f:4.5|. Procedure: 4.81 g (0.009 mole) of Z-Asp(OBz)-Tyr-OMe [m.p. 126°-127° C. [α]D24 =-4.8° (C=1, methanol). Anal. Calcd. (%) for C29H30N2O8 : C, 65.16; H, 5.66; N, 5.24. Found (%): C, 65.14; H, 5.71; N, 5.18] was dissolved in a mixture of 150 ml of methanol and 9 ml of 1N HCl and hydrogenated over 0.9 g of a 10% Pd-carbon catalyst at room temperature for 6 hours. Then the catalyst was filtered off, and the filtrate was distilled in vacuo to dryness. The resulting dipeptide was condensed with a mixed anhydride w... Starting materials: CCOC(=O)COc1nc(Nc2cc3ccccc3cn2)cnc1C#N, C1CCOC1, CO, [Li+], [OH-]. The product is N#Cc1ncc(Nc2cc3ccccc3cn2)nc1OCC(=O)O. RXN SMILES: [C:1](#[N:2])[c:3]1[c:4]([O:20][CH2:21][C:22](=[O:23])[O:24][CH2:25][CH3:26])[n:5][c:6]([NH:9][c:10]2[n:11][cH:12][c:13]3[cH:14][cH:15][cH:16][cH:17][c:18]3[cH:19]2)[cH:7][n:8]1.[CH2:31]1[O:32][CH2:33][CH2:34][CH2:35]1.[CH3:29][OH:30].[Li+:27].[OH-:28]>>[C:1](#[N:2])[c:3]1[c:4]([O:20][CH2:21][C:22](=[O:23])[OH:24])[n:5][c:6]([NH:9][c:10]2[n:11][cH:12][c:13]3[cH:14][cH:15][cH:16][cH:17][c:18]3[cH:19]2)[cH:7][n:8]1. The product is NC(=O)C1CC(C(N)=O)N1. Reaction SMILES: [CH2:1]([c:2]1[cH:3][cH:4][cH:5][cH:6][cH:7]1)[NH:8][C:9](=[O:10])[CH:11]1[NH:12][CH:13]([C:15](=[O:16])[NH2:17])[CH2:14]1.[CH3:18][C:19](=[O:20])[OH:21].[CH3:22][OH:23]>>[NH2:8][C:9](=[O:10])[CH:11]1[NH:12][CH:13]([C:15](=[O:16])[NH2:17])[CH2:14]1. The reactants are NC(=O)C1CC(C(=O)NCc2ccccc2)N1, CC(=O)O, CO. The reactants are ClC1=C(C(=C(C=2OC3=C(C21)C(=C(C(=C3[N+](=O)[O-])Cl)Cl)Cl)[N+](=O)[O-])Cl)Cl (1,2,3,7,8,9-hexachloro-4,6-dinitrodibenzofuran), NaSH. Run in C(C)O (ethanol). The product is amine, ClC1=C(C(=C(C=2OC3=C(C21)C(=C(C(=C3N)Cl)Cl)Cl)N)Cl)Cl (1,2,3,7,8,9-hexachloro-4,6-diaminodibenzofuran). RXN SMILES: [Cl:1][C:2]1[C:10]2[C:9]3[C:11]([Cl:20])=[C:12]([Cl:19])[C:13]([Cl:18])=[C:14]([N+:15]([O-])=O)[C:8]=3[O:7][C:6]=2[C:5]([N+:21]([O-])=O)=[C:4]([Cl:24])[C:3]=1[Cl:25]>C(O)C>[Cl:20][C:11]1[C:9]2[C:10]3[C:2]([Cl:1])=[C:3]([Cl:25])[C:4]([Cl:24])=[C:5]([NH2:21])[C:6]=3[O:7][C:8]=2[C:14]([NH2:15])=[C:13]([Cl:18])[C:12]=1[Cl:19]. Procedure: The corresponding amine was prepared by reducing 1,2,3,7,8,9-hexachloro-4,6-dinitrodibenzofuran with 3.6 mmol of NaSH in 5 ml of ethanol. The resulting 1,2,3,7,8,9-hexachloro-4,6-diaminodibenzofuran was isolated by extracting with five times 30 ml of diethyl ether. The resulting solution was washed twice with 10 ml of water and dried over magnesium sulfate. Subsequently, the amine was removed from the desiccant and isolated again. Reactants: CC1=CC=CC(=C1N)N1CCOCC1 (6-methyl-2-morpholinoaniline), C(=S)(Cl)Cl (thiophosgene). Run in O1CCOCC1 (dioxan), O (water). Yields the product CC1=CC=CC(=C1N=C=S)N1CCOCC1 (6-methyl-2-morpholinophenyl isothiocyanate). Reaction SMILES: [CH3:1][C:2]1[C:7]([NH2:8])=[C:6]([N:9]2[CH2:14][CH2:13][O:12][CH2:11][CH2:10]2)[CH:5]=[CH:4][CH:3]=1.[C:15](Cl)(Cl)=[S:16]>O1CCOCC1.O>[CH3:1][C:2]1[C:7]([N:8]=[C:15]=[S:16])=[C:6]([N:9]2[CH2:14][CH2:13][O:12][CH2:11][CH2:10]2)[CH:5]=[CH:4][CH:3]=1. Procedure details: Reaction of 6-methyl-2-morpholinoaniline (9.6 g) in dioxan (25 ml) and water (100 ml) with thiophosgene (5.7 ml) at 0° C. for 30 minutes and at room temperature for 3 hours gave 6-methyl-2-morpholinophenyl isothiocyanate as an oil.